The task is: describe an organic reaction: reactants, conditions, products, and yield. This data is from the Open Reaction Database (ORD), a public repository of structured organic reaction records. Reactants: CO, [Na+], [OH-], O, COC(=O)CCCCCCC1=CC(O)CC1=O. Product: O=C(O)CCCCCCC1=CC(O)CC1=O. As a reaction SMILES: [CH3:20][OH:21].[Na+:19].[OH-:18].[OH2:22].[OH:1][CH:2]1[CH:3]=[C:4]([CH2:8][CH2:9][CH2:10][CH2:11][CH2:12][CH2:13][C:14](=[O:15])[O:16][CH3:17])[C:5](=[O:7])[CH2:6]1>>[OH:1][CH:2]1[CH:3]=[C:4]([CH2:8][CH2:9][CH2:10][CH2:11][CH2:12][CH2:13][C:14](=[O:15])[OH:16])[C:5](=[O:7])[CH2:6]1.